This data is from the Open Reaction Database (ORD), a public repository of structured organic reaction records. The task is: describe an organic reaction: reactants, conditions, products, and yield Starting materials: [BH4-], CC(=O)O, Cc1ccccc1, CC1(C)CC(=O)c2ccc(Cl)cc21, [Na+], O, NC(CO)c1ccccc1, Cc1ccc(S(=O)(=O)O)cc1. Product: CC1(C)CC(NC(CO)c2ccccc2)c2ccc(Cl)cc21. Reaction SMILES: [BH4-:40].[CH3:36][C:37](=[O:38])[OH:39].[CH3:42][c:43]1[cH:44][cH:45][cH:46][cH:47][cH:48]1.[Cl:1][c:2]1[cH:3][c:4]2[c:8]([cH:9][cH:10]1)[C:7](=[O:11])[CH2:6][C:5]2([CH3:12])[CH3:13].[Na+:41].[OH2:24].[c:14]1([CH:20]([NH2:21])[CH2:22][OH:23])[cH:15][cH:16][cH:17][cH:18][cH:19]1.[c:25]1([CH3:26])[cH:27][cH:28][c:29]([S:30]([OH:31])(=[O:32])=[O:33])[cH:34][cH:35]1>>[Cl:1][c:2]1[cH:3][c:4]2[c:8]([cH:9][cH:10]1)[CH:7]([NH:21][CH:20]([c:14]1[cH:15][cH:16][cH:17][cH:18][cH:19]1)[CH2:22][OH:23])[CH2:6][C:5]2([CH3:12])[CH3:13]. Reactants: FC(C=1C=C(SC1)CO)(F)F ((4-(trifluoromethyl)thiophen-2-yl)methanol), [H-].[Na+] (NaH), O (water), BrC1=CC(N(C=C1)C=1C=CC2=C(N(C(=N2)C2CC2)C)C1)=O (4-Bromo-1-(2-cyclopropyl-1-methyl-1H-benzimidazol-6-yl)pyridin-2(1H)-one). Run in CC(=O)N(C)C (DMA). Conditions: temperature 120 celsius, time 30 minute. The product is C1(CC1)C1=NC2=C(N1C)C=C(C=C2)N2C(C=C(C=C2)OCC=2SC=C(C2)C(F)(F)F)=O (1-(2-Cyclopropyl-1-methyl-1H-benzimidazol-6-yl)-4-((4-(trifluoromethyl)-2-thienyl)methoxy)pyridin-2(1H)-one). Yield: 15.0%. RXN SMILES: [F:1][C:2]([F:11])([F:10])[C:3]1[CH:4]=[C:5]([CH2:8][OH:9])[S:6][CH:7]=1.[H-].[Na+].Br[C:15]1[CH:20]=[CH:19][N:18]([C:21]2[CH:22]=[CH:23][C:24]3[N:28]=[C:27]([CH:29]4[CH2:31][CH2:30]4)[N:26]([CH3:32])[C:25]=3[CH:33]=2)[C:17](=[O:34])[CH:16]=1.O>CC(N(C)C)=O>[CH:29]1([C:27]2[N:26]([CH3:32])[C:25]3[CH:33]=[C:21]([N:18]4[CH:19]=[CH:20][C:15]([O:9][CH2:8][C:5]5[S:6][CH:7]=[C:3]([C:2]([F:10])([F:1])[F:11])[CH:4]=5)=[CH:16][C:17]4=[O:34])[CH:22]=[CH:23][C:24]=3[N:28]=2)[CH2:30][CH2:31]1 |f:1.2|. Procedure: To a solution of (4-(trifluoromethyl)thiophen-2-yl)methanol (50 mg) in DMA (2 ml) was added NaH (60% in oil, 18.3 mg) at room temperature, and the mixture was stirred for 30 min. 4-Bromo-1-(2-cyclopropyl-1-methyl-1H-benzimidazol-6-yl)pyridin-2(1H)-one (79 mg) was added to the mixture, and the mixture was heated at 120° C. for 30 min under microwave irradiation. The mixture was poured into water and extracted with EtOAc. The organic layer was separated, washed with saturated NaHCO3 solution and b... Reactants: NC1CC1, CS(=O)(=O)Nn1c(=O)[nH]c2cc([N+](=O)[O-])c(F)cc2c1=O. Yields the product CS(=O)(=O)Nn1c(=O)[nH]c2cc([N+](=O)[O-])c(NC3CC3)cc2c1=O. Reaction SMILES: [CH:22]1([NH2:25])[CH2:23][CH2:24]1.[F:1][c:2]1[cH:3][c:4]2[c:5](=[O:21])[n:6]([NH:16][S:17](=[O:18])(=[O:19])[CH3:20])[c:7](=[O:15])[nH:8][c:9]2[cH:10][c:11]1[N+:12](=[O:13])[O-:14]>>[c:2]1([NH:25][CH:22]2[CH2:23][CH2:24]2)[cH:3][c:4]2[c:5](=[O:21])[n:6]([NH:16][S:17](=[O:18])(=[O:19])[CH3:20])[c:7](=[O:15])[nH:8][c:9]2[cH:10][c:11]1[N+:12](=[O:13])[O-:14]. The reactants are CN(C=O)c1ccccc1, Clc1ccccc1Cl, O, O=P(Cl)(Cl)Cl, c1ccc2cc3cc4ccccc4cc3cc2c1. The product is O=Cc1c2ccccc2cc2cc3ccccc3cc12. RXN SMILES: [CH3:1][N:2]([c:3]1[cH:4][cH:5][cH:6][cH:7][cH:8]1)[CH:9]=[O:10].[Cl:11][c:12]1[cH:13][cH:14][cH:15][cH:16][c:17]1[Cl:18].[OH2:42].[P:19]([Cl:20])([Cl:21])([Cl:22])=[O:23].[cH:24]1[cH:25][cH:26][cH:27][c:28]2[cH:29][c:30]3[cH:31][c:32]4[cH:33][cH:34][cH:35][cH:36][c:37]4[cH:38][c:39]3[cH:40][c:41]12>>[CH:9](=[O:10])[c:40]1[c:39]2[c:30]([cH:29][c:28]3[cH:27][cH:26][cH:25][cH:24][c:41]31)[cH:31][c:32]1[cH:33][cH:34][cH:35][cH:36][c:37]1[cH:38]2. The reactants are CO, [Fe], N#CCCSc1ccc(N)c([N+](=O)[O-])c1, O=S(=O)([O-])[O-], O. Yields the product N#CCCSc1ccc(N)c(N)c1. RXN SMILES: [CH3:16][OH:17].[Fe:23].[NH2:1][c:2]1[c:3]([N+:13]([O-:14])=[O:15])[cH:4][c:5]([S:8][CH2:9][CH2:10][C:11]#[N:12])[cH:6][cH:7]1.[O-:18][S:19](=[O:20])(=[O:21])[O-:22].[OH2:24]>>[NH2:1][c:2]1[c:3]([NH2:13])[cH:4][c:5]([S:8][CH2:9][CH2:10][C:11]#[N:12])[cH:6][cH:7]1. Reactants: C(C)(=O)OCC (ethyl acetate), IC1=C(C=CC=C1)OC (2-iodoanisol), ClC=1C=C(C=CC1)B(O)O (3-chlorophenylboronic acid), C([O-])([O-])=O.[K+].[K+] (potassium carbonate). Reagents/catalysts: C(C)(=O)[O-].[Pd+2].C(C)(=O)[O-] (palladium(II) acetate). Solvent: O (water), O (water), CO (methanol). Run at time 18 hour. Product: ClC=1C=C(C=CC1)C1=C(C=CC=C1)OC (3′-Chloro-2-methoxy-biphenyl). The yield is 89.0%. RXN SMILES: I[C:2]1[CH:7]=[CH:6][CH:5]=[CH:4][C:3]=1[O:8][CH3:9].[Cl:10][C:11]1[CH:12]=[C:13](B(O)O)[CH:14]=[CH:15][CH:16]=1.C(=O)([O-])[O-].[K+].[K+].C(OCC)(=O)C>O.CO.C([O-])(=O)C.[Pd+2].C([O-])(=O)C>[Cl:10][C:11]1[CH:16]=[C:15]([C:2]2[CH:7]=[CH:6][CH:5]=[CH:4][C:3]=2[O:8][CH3:9])[CH:14]=[CH:13][CH:12]=1 |f:2.3.4,8.9.10|. Procedure details: A suspension of 2-iodoanisol (3.00 g, 12.8 mmol), 3-chlorophenylboronic acid (2.41 g, 15.4 mmol), and potassium carbonate (3.54 g, 25.6 mmol) in water (10 mL) and methanol (50 mL) was purged with a nitrogen stream for 20 min. To the suspension was added palladium(II) acetate (57.6 mg, 0.2564 mmol) and the solution was stirred at room temperature overnight (18 h). To the reaction was added ethyl acetate (100 mL) and water (100 mL). The layers were separated, the aqueous layer extracted with ethyl... Starting materials: FC1=C(C=CC(=C1)Cl)C(C(=O)OCC)C(=O)[O-] (ethyl (2-fluoro-4-chloro-phenyl)malonate), CNN (methylhydrazine), CC(C)O (2-propanol). Procedure details: A stirred solution of 44.0 grams (0.18 mole) of ethyl (2-fluoro-4-chloro-phenyl)malonate and 9.6 grams (0.24 mole) of methylhydrazine in 150 mL of 2-propanol was heated at reflux for about 48 hours. After this time the reaction mixture was concentrated under reduced pressure to a residue. The residue was slurred in 80 mL of methylene chloride and filtered to collect 27.0 grams of 1-methyl-2-hydroxy-3-(2-fluoro-4-chlorophenyl)pyrazole. As a reaction SMILES: [F:1][C:2]1[CH:7]=[C:6]([Cl:8])[CH:5]=[CH:4][C:3]=1[CH:9]([C:15]([O-])=O)C(OCC)=O.[CH3:18][NH:19][NH2:20].C[CH:22]([OH:24])C>>[CH3:18][N:19]1[C:22]([OH:24])=[CH:15][C:9]([C:3]2[CH:4]=[CH:5][C:6]([Cl:8])=[CH:7][C:2]=2[F:1])=[N:20]1. Product: CN1N=C(C=C1O)C1=C(C=C(C=C1)Cl)F (1-Methyl-5-hydroxy-3-(2-fluoro-4-chlorophenyl)pyrazole). The reactants are C1(=CC=CC=C1)N1C=NC2=C(C1=O)SC=C2C2=CC=CC=C2 (3,7-Diphenylthieno[3,2-d]pyrimidin-4(3H)-one), NC1=C(SC=C1C1=C(C=CC=C1)F)C(=O)OC (methyl 3-amino-4-(2-fluorophenyl)thiophene-2-carboxylate), C(OCC)(OCC)OCC (triethyl orthoformate), C(CCC)N (n-butylamine). Solvent: C(C)(=O)O (acetic acid). Yields the product C(CCC)N1C=NC2=C(C1=O)SC=C2C2=C(C=CC=C2)F (3-Butyl-7-(2-fluorophenyl)thieno[3,2-d]pyrimidin-4(3H)-one). Yield: 93.6%. As a reaction SMILES: [C:1]1([N:7]2[C:12](=[O:13])[C:11]3[S:14][CH:15]=[C:16]([C:17]4[CH:22]=[CH:21][CH:20]=[CH:19][CH:18]=4)[C:10]=3[N:9]=[CH:8]2)C=C[CH:4]=[CH:3][CH:2]=1.NC1C(C2C=CC=CC=2[F:35])=CSC=1C(OC)=O.C(OCC)(OCC)OCC.C(N)CCC>C(O)(=O)C>[CH2:1]([N:7]1[C:12](=[O:13])[C:11]2[S:14][CH:15]=[C:16]([C:17]3[CH:22]=[CH:21][CH:20]=[CH:19][C:18]=3[F:35])[C:10]=2[N:9]=[CH:8]1)[CH2:2][CH2:3][CH3:4]. Procedure: In the same manner as the synthesis of Compound 1, methyl 3-amino-4-(2-fluorophenyl)thiophene-2-carboxylate (100 mg, 0.40 mmol), triethyl orthoformate (1.0 ml), n-butylamine (0.076 ml, 0.76 mmol), and acetic acid (0.1 ml) were used to give 113.2 mg (0.37 mmol, 93.6% yield) of the title compound. Starting materials: ClC(=O)OC (Methyl chloroformate), [OH-].[Na+] (sodium hydroxide), methyl 5-propylthio-2-benzimidazole carbamate--A, N#CN (cyanamide), Cl (hydrochloric acid), C(CC)SC1=CC(=C(C=C1)N)N (4-propylthio-o-phenylenediamine), Cl (hydrochloric acid). Solvent: O (water), O (water), CO (methanol), O (water). Run at temperature 50 celsius, time 1 hour. The product is C(CC)SC1=CC2=C(N=C(N2)NC(=O)OC)C=C1 (methyl 5-propylthio-2-benzimidazole carbamate). Reaction SMILES: [N:1]#[C:2]N.Cl[C:5]([O:7][CH3:8])=[O:6].[OH-].[Na+].Cl.[CH2:12]([S:15][C:16]1[CH:21]=[CH:20][C:19]([NH2:22])=[C:18]([NH2:23])[CH:17]=1)[CH2:13][CH3:14]>O.CO>[CH2:12]([S:15][C:16]1[CH:21]=[CH:20][C:19]2[N:22]=[C:2]([NH:1][C:5]([O:7][CH3:8])=[O:6])[NH:23][C:18]=2[CH:17]=1)[CH2:13][CH3:14] |f:2.3|. Procedure: Preparation of methyl 5-propylthio-2-benzimidazole carbamate--A 1.82 g portion of cyanamide was dissolved in 10 ml of water. Methyl chloroformate, 4.64 g, and 6.34 g of 50% aqueous sodium hydroxide in 6 ml of water were added simultaneously so as to maintain the pH at approximately 7 as determined by a pH meter. The reaction mixture was stirred at 50° C. for one hour. A portion of 7.4 g of concentrated hydrochloric acid in 7 ml of water was added until the pH was 4. The methanol solution of 4-pr...